Dataset: the Open Reaction Database (ORD), a public repository of structured organic reaction records. Task: describe an organic reaction: reactants, conditions, products, and yield Starting materials: Cc1[nH]c2ccc(CCOS(C)(=O)=O)cc2c1C(=O)OCc1ccccc1, C1CCNC1, C1COCCO1. Yields the product Cc1[nH]c2ccc(CCN3CCCC3)cc2c1C(=O)OCc1ccccc1. RXN SMILES: [CH2:1]([c:2]1[cH:3][cH:4][cH:5][cH:6][cH:7]1)[O:8][C:9](=[O:10])[c:11]1[c:12]([CH3:27])[nH:13][c:14]2[cH:15][cH:16][c:17]([CH2:20][CH2:21][O:22][S:23]([CH3:24])(=[O:25])=[O:26])[cH:18][c:19]12.[CH2:28]1[CH2:29][CH2:30][NH:31][CH2:32]1.[O:33]1[CH2:34][CH2:35][O:36][CH2:37][CH2:38]1>>[CH2:1]([c:2]1[cH:3][cH:4][cH:5][cH:6][cH:7]1)[O:8][C:9](=[O:10])[c:11]1[c:12]([CH3:27])[nH:13][c:14]2[cH:15][cH:16][c:17]([CH2:20][CH2:21][N:31]3[CH2:30][CH2:29][CH2:28][CH2:32]3)[cH:18][c:19]12. Reactants: FC(=CCCSC=1OC2=C(N1)C=C(C=C2)C(=O)O)F (2-(4,4-difluorobut-3-enylthio)benzoxazole-5-carboxylic acid), C(O)([O-])=O.[Na+] (sodium hydrogen carbonate), CI (methyl iodide). Run in CN(C=O)C (dimethylformamide), CCOCC (ether). Reaction conditions: time 1 hour. Yields the product FC(=CCCSC=1OC2=C(N1)C=C(C=C2)C(=O)OC)F (methyl 2-(4,4-difluorobut-3-enylthio)benzoxazole-5-carboxylate). Yield: 7.4%. As a reaction SMILES: [F:1][C:2]([F:19])=[CH:3][CH2:4][CH2:5][S:6][C:7]1[O:8][C:9]2[CH:15]=[CH:14][C:13]([C:16]([OH:18])=[O:17])=[CH:12][C:10]=2[N:11]=1.[C:20](=O)([O-])O.[Na+].CI>CN(C)C=O.CCOCC>[F:19][C:2]([F:1])=[CH:3][CH2:4][CH2:5][S:6][C:7]1[O:8][C:9]2[CH:15]=[CH:14][C:13]([C:16]([O:18][CH3:20])=[O:17])=[CH:12][C:10]=2[N:11]=1 |f:1.2|. Procedure: To a stirred solution of 2-(4,4-difluorobut-3-enylthio)benzoxazole-5-carboxylic acid (400 mg) in dimethylformamide (5 cm3) was added sodium hydrogen carbonate (224 mg) and methyl iodide (284 mg). The reaction mixture was stirred at the ambient temperature for 1 hour. The reaction mixture was filtered through High-flo to remove solid material and the filtrate evaporated to give a yellow oil. This oil was taken up in ether and washed with water. The ether was dried (MgSO4) and evaporated to give a...